This data is from the Open Reaction Database (ORD), a public repository of structured organic reaction records. The task is: describe an organic reaction: reactants, conditions, products, and yield The reactants are C1OC=2C=C(CCN)C=CC2O1 (3,4-methylenedioxyphenethylamine), ClC=1N=C(C2=C(N1)SC(=C2)[N+](=O)[O-])Cl (2,4-dichloro-6-nitro-thieno-[2,3-d]-pyrimidine). The product is ClC=1N=C(C2=C(N1)SC(=C2)[N+](=O)[O-])NCCC2=CC1=C(C=C2)OCO1 (2-chloro-6-nitro-4-(3,4-methylenedioxyphenethylamino)-thieno-[2,3-d]-pyrimidine). RXN SMILES: [CH2:1]1[O:12][C:11]2[CH:10]=[CH:9][C:5]([CH2:6][CH2:7][NH2:8])=[CH:4][C:3]=2[O:2]1.[Cl:13][C:14]1[N:15]=[C:16](Cl)[C:17]2[CH:22]=[C:21]([N+:23]([O-:25])=[O:24])[S:20][C:18]=2[N:19]=1>>[Cl:13][C:14]1[N:15]=[C:16]([NH:8][CH2:7][CH2:6][C:5]2[CH:9]=[CH:10][C:11]3[O:12][CH2:1][O:2][C:3]=3[CH:4]=2)[C:17]2[CH:22]=[C:21]([N+:23]([O-:25])=[O:24])[S:20][C:18]=2[N:19]=1. Procedure details: Following the procedure of Example 1, the reaction of 3,4-methylenedioxyphenethylamine with 2,4-dichloro-6-nitro-thieno-[2,3-d]-pyrimidine yields 2-chloro-6-nitro-4-(3,4-methylenedioxyphenethylamino)-thieno-[2,3-d]-pyrimidine. Reactants: ClC1=C(C(=NC(=N1)OC)OC)SC (6-chloro-2,4-dimethoxy-5-methylthiopyrimidine), resultant mixture, CO (methanol), [OH-].[K+] (potassium hydroxide). Run in O (water). The product is CSC=1C(=NC(=NC1OC)OC)OC (5-methylthio-2,4,6-trimethoxypyrimidine). RXN SMILES: Cl[C:2]1[N:7]=[C:6]([O:8][CH3:9])[N:5]=[C:4]([O:10][CH3:11])[C:3]=1[S:12][CH3:13].[CH3:14][OH:15].[OH-].[K+]>O>[CH3:13][S:12][C:3]1[C:4]([O:10][CH3:11])=[N:5][C:6]([O:8][CH3:9])=[N:7][C:2]=1[O:15][CH3:14] |f:2.3|. Procedure details: Charged into a 100-milliliter, 4-necked flask equipped with a reflux condenser, thermometer and stirrer were 2.2 g of 6-chloro-2,4-dimethoxy-5-methylthiopyrimidine and 40 ml of methanol. They were stirred into a homogeneous solution. Subsequent to an addition of 2.0 g of potassium hydroxide, the resultant mixture was heated and refluxed, with thorough stirring, for 3 hours. The liquid reaction mixture was then poured into water and the resultant solid precipitate was collected by filtration. It ... Starting materials: CC(C)=O, Clc1nc(Cl)nc(Cl)n1, Nc1ccc(O)c(Cl)c1. Yields the product Oc1ccc(Nc2nc(Cl)nc(Cl)n2)cc1Cl. Reaction SMILES: [CH3:19][C:20](=[O:21])[CH3:22].[Cl:1][c:2]1[n:3][c:4]([Cl:5])[n:6][c:7]([Cl:8])[n:9]1.[NH2:10][c:11]1[cH:12][c:13]([Cl:18])[c:14]([OH:17])[cH:15][cH:16]1>>[c:2]1([NH:10][c:11]2[cH:12][c:13]([Cl:18])[c:14]([OH:17])[cH:15][cH:16]2)[n:3][c:4]([Cl:5])[n:6][c:7]([Cl:8])[n:9]1. Reactants: COC(=O)C1CC(N)C(=O)C2C1(C)CCC1C(=O)OC(c3ccoc3)CC12C, CC(=O)OC(C)=O, CN(C)c1ccncc1, ClCCl. Product: COC(=O)C1CC(NC(C)=O)C(=O)C2C1(C)CCC1C(=O)OC(c3ccoc3)CC12C. Reaction SMILES: [CH3:1][O:2][C:3](=[O:4])[CH:5]1[C:6]2([CH3:28])[CH2:7][CH2:8][CH:9]3[C:10](=[O:27])[O:11][CH:12]([c:22]4[cH:23][o:24][cH:25][cH:26]4)[CH2:13][C:14]3([CH3:21])[CH:15]2[C:16](=[O:20])[CH:17]([NH2:19])[CH2:18]1.[CH3:29][C:30](=[O:31])[O:32][C:33](=[O:34])[CH3:35].[CH3:36][N:37]([c:38]1[cH:39][cH:40][n:41][cH:42][cH:43]1)[CH3:44].[Cl:45][CH2:46][Cl:47]>>[CH3:1][O:2][C:3](=[O:4])[CH:5]1[C:6]2([CH3:28])[CH2:7][CH2:8][CH:9]3[C:10](=[O:27])[O:11][CH:12]([c:22]4[cH:23][o:24][cH:25][cH:26]4)[CH2:13][C:14]3([CH3:21])[CH:15]2[C:16](=[O:20])[CH:17]([NH:19][C:30]([CH3:29])=[O:31])[CH2:18]1. Starting materials: C(C1=CC=CC=C1)OC1COC(OC1)C1=CC=CC=C1 (5-benzyloxy-2-phenyl-1,3-dioxane), S(O)(O)(=O)=O (sulfuric acid), O (water). Run in C(C)O (ethanol). The product is C(C1=CC=CC=C1)OC(CO)CO (2-benzyloxy-1,3-propanediol). Isolated yield 87.4%. As a reaction SMILES: [CH2:1]([O:8][CH:9]1[CH2:14][O:13]C(C2C=CC=CC=2)[O:11][CH2:10]1)[C:2]1[CH:7]=[CH:6][CH:5]=[CH:4][CH:3]=1.S(=O)(=O)(O)O.O>C(O)C>[CH2:1]([O:8][CH:9]([CH2:10][OH:11])[CH2:14][OH:13])[C:2]1[CH:7]=[CH:6][CH:5]=[CH:4][CH:3]=1. Procedure: A solution of 370 g of 5-benzyloxy-2-phenyl-1,3-dioxane and 35 ml of concentrated sulfuric acid in a medium of 750 ml of water and 1.2 l of ethanol was refluxed for 2 hours. The ethanol was then removed by evaporation under reduced pressure, and by-product benzaldehyde was removed by steam distillation. The aqueous mixture was saturated with potassium carbonate, and the product was extracted from the aqueous medium with ether. The ethereal solution was dried (MgSO4) and evaporated under reduced ... Starting materials: O=C(Cl)c1ccccc1, CCC(NC(=O)c1c(OCCN)c(-c2ccccc2)nc2ccccc12)c1ccccc1, ClCCl. Yields the product CCC(NC(=O)c1c(OCCNC(=O)c2ccccc2)c(-c2ccccc2)nc2ccccc12)c1ccccc1. Reaction SMILES: [C:33]([c:34]1[cH:35][cH:36][cH:37][cH:38][cH:39]1)(=[O:40])[Cl:41].[CH2:1]([CH3:2])[CH:3]([c:4]1[cH:5][cH:6][cH:7][cH:8][cH:9]1)[NH:10][C:11](=[O:12])[c:13]1[c:14]([O:29][CH2:30][CH2:31][NH2:32])[c:15](-[c:23]2[cH:24][cH:25][cH:26][cH:27][cH:28]2)[n:16][c:17]2[cH:18][cH:19][cH:20][cH:21][c:22]12.[Cl:42][CH2:43][Cl:44]>>[CH2:1]([CH3:2])[CH:3]([c:4]1[cH:5][cH:6][cH:7][cH:8][cH:9]1)[NH:10][C:11](=[O:12])[c:13]1[c:14]([O:29][CH2:30][CH2:31][NH:32][C:33]([c:34]2[cH:35][cH:36][cH:37][cH:38][cH:39]2)=[O:40])[c:15](-[c:23]2[cH:24][cH:25][cH:26][cH:27][cH:28]2)[n:16][c:17]2[cH:18][cH:19][cH:20][cH:21][c:22]12. The product is FC(S(=O)(=O)O)(F)F.OC=1C=C(C=CC1)C1=CC=NC=C1 (4-(3-Hydroxyphenyl)pyridine trifluoromethanesulfonate). Run at temperature 0 celsius, time 8 hour. The reagents and catalysts are CN(C1=CC=NC=C1)C (4-(dimethylamino)pyridine). As a reaction SMILES: [OH:1][C:2]1[CH:3]=[C:4]([C:8]2[CH:13]=[CH:12][N:11]=[CH:10][CH:9]=2)[CH:5]=[CH:6][CH:7]=1.N1C=CC=CC=1.[S:20]([O:27]S(C(F)(F)F)(=O)=O)([C:23]([F:26])([F:25])[F:24])(=[O:22])=[O:21]>CN(C)C1C=CN=CC=1.C(OCC)(=O)C>[F:24][C:23]([F:26])([F:25])[S:20]([OH:27])(=[O:22])=[O:21].[OH:1][C:2]1[CH:3]=[C:4]([C:8]2[CH:13]=[CH:12][N:11]=[CH:10][CH:9]=2)[CH:5]=[CH:6][CH:7]=1 |f:5.6|. Procedure details: 2.5 g (0.015 mol) of 4-(3-hydroxyphenyl)pyridine and 40 ml of pyridine and 2.3 g of 4-(dimethylamino)pyridine (DMAP) are cooled to 0° C. 3.2 ml of triflic anhydride are added thereto dropwise. The mixture is stirred at 0° C. for one hour and at ambient temperature overnight. It is poured into a water/ice mixture, extraction is carried out with ethyl acetate, the organic phase is dried and the solvent is evaporated under reduced pressure. The crude product is purified by chromatography on a colum... The solvent is C(C)(=O)OCC (ethyl acetate). The reactants are S(=O)(=O)(C(F)(F)F)OS(=O)(=O)C(F)(F)F (triflic anhydride), water ice, OC=1C=C(C=CC1)C1=CC=NC=C1 (4-(3-hydroxyphenyl)pyridine), N1=CC=CC=C1 (pyridine). Starting materials: C1CCOC1, Cc1ccc2c(c1)C(C(=O)O)c1cc(C)ccc1-2. The product is Cc1ccc2c(c1)C(CO)c1cc(C)ccc1-2. As a reaction SMILES: [CH2:19]1[O:20][CH2:21][CH2:22][CH2:23]1.[CH3:1][c:2]1[cH:3][c:4]2[c:12]([cH:13][cH:14]1)-[c:11]1[c:6]([cH:7][c:8]([CH3:15])[cH:9][cH:10]1)[CH:5]2[C:16](=[O:17])[OH:18]>>[CH3:1][c:2]1[cH:3][c:4]2[c:12]([cH:13][cH:14]1)-[c:11]1[c:6]([cH:7][c:8]([CH3:15])[cH:9][cH:10]1)[CH:5]2[CH2:16][OH:17]. The reactants are solution, CN (Methylamine), O (H2O), C(C)OC(=O)C1=NC(=CC=C1N)Br (3-amino-6-bromopyridine-2-carboxylic acid ethyl ester), C(C)OC(=O)C1=NC(=CC=C1N)Br (3-amino-6-bromopyridine-2-carboxylic acid ethyl ester). Run in CO (MeOH). Conditions: temperature 100 celsius. The product is NC=1C(=NC(=CC1)Br)C(=O)NC (3-Amino-6-bromo-N-methylpyridine-2-carboxamide), yellow solid. Reaction SMILES: [CH3:1][NH2:2].O.C(O[C:7]([C:9]1[C:14]([NH2:15])=[CH:13][CH:12]=[C:11]([Br:16])[N:10]=1)=[O:8])C>CO>[NH2:15][C:14]1[C:9]([C:7]([NH:2][CH3:1])=[O:8])=[N:10][C:11]([Br:16])=[CH:12][CH:13]=1. Procedure details: A 10M solution of Methylamine in H2O (30.0 mL, 386 mmol) was added to a stainless steel reactor containing 3-amino-6-bromopyridine-2-carboxylic acid ethyl ester (Compound 6E, 7.614 g, 31.07 mmol) in MeOH (20.0 mL). The reactor was sealed and heated to 100° C. for 16 hours. The cooled reaction mixture was transferred to a round bottom flask and concentrated in vacuo forming a yellow precipitate which was collected by filtration. Further precipitate formed in the filtrate which was also collected.... Reactants: N#CCc1ccc([N+](=O)[O-])c2[nH]ncc12, C1CCOC1. Product: N#CCc1ccc(N)c2[nH]ncc12. RXN SMILES: [N+:1]([O-:2])(=[O:3])[c:4]1[cH:5][cH:6][c:7]([CH2:13][C:14]#[N:15])[c:8]2[cH:9][n:10][nH:11][c:12]12.[O:16]1[CH2:17][CH2:18][CH2:19][CH2:20]1>>[NH2:1][c:4]1[cH:5][cH:6][c:7]([CH2:13][C:14]#[N:15])[c:8]2[cH:9][n:10][nH:11][c:12]12.